This data is from the Open Reaction Database (ORD), a public repository of structured organic reaction records. The task is: describe an organic reaction: reactants, conditions, products, and yield Reactants: 27, N1=C(N=CC=C1)OCCN1C(=NC2=C1C=CC=C2)NC2CCN(CCC2)C(=O)OCC (ethyl hexahydro-4-[[1-[2-(2-pyrimidinyloxy)ethyl]-1H-benzimidazol-2-yl]amino]-1H-azepine-1-carboxylate), C(CCC)O (1-butanol), [OH-].[K+] (potassium hydroxide), O (water), O (water). Run at time 8 hour. Yields the product C(\C=C\C(=O)O)(=O)O.N1CCC(CCC1)NC1=NC2=C(N1CCO)C=CC=C2 (2-[(hexahydro-1H-azepin-4-yl)amino]-1H-benzimidazole-1-ethanol (E)-2-butenedioate). Yield: 38.5%. As a reaction SMILES: N1C=CC=NC=1[O:7][CH2:8][CH2:9][N:10]1[C:14]2[CH:15]=[CH:16][CH:17]=[CH:18][C:13]=2[N:12]=[C:11]1[NH:19][CH:20]1[CH2:26][CH2:25][CH2:24][N:23](C(OCC)=O)[CH2:22][CH2:21]1.[CH2:32]([OH:36])[CH2:33][CH2:34][CH3:35].[OH-:37].[K+].[OH2:39]>>[C:32]([OH:7])(=[O:36])/[CH:33]=[CH:34]/[C:35]([OH:39])=[O:37].[NH:23]1[CH2:24][CH2:25][CH2:26][CH:20]([NH:19][C:11]2[N:10]([CH2:9][CH2:8][OH:7])[C:14]3[CH:15]=[CH:16][CH:17]=[CH:18][C:13]=3[N:12]=2)[CH2:21][CH2:22]1 |f:2.3,5.6|. Reported procedure: A mixture of 27 parts of ethyl hexahydro-4-[[1-[2-(2-pyrimidinyloxy)ethyl]-1H-benzimidazol-2-yl]amino]-1H-azepine-1-carboxylate, 160 parts of 1-butanol, 28 parts of potassium hydroxide and 2 parts of water was stirred overnight at reflux temperature. The reaction mixture was diluted with water and the whole was extracted with 1-butanol. The extract was dried, filtered and evaporated. The residue was taken up in water and the product was extracted with dichloromethane. The extract was dried, filt...